This data is from the Open Reaction Database (ORD), a public repository of structured organic reaction records. The task is: describe an organic reaction: reactants, conditions, products, and yield The reactants are ClC(=C(C#N)Cl)SC(C)C (isopropyl 1,2-dichloro-2-cyanovinyl sulfide), solid, ClC1=CC(=CC=C1)C(=O)OO (m-chloroperbenzoic acid). The solvent is C(Cl)Cl (methylene dichloride). Reaction conditions: temperature 0 celsius, time 2 hour. Yields the product ClC(=C(C#N)Cl)S(=O)C(C)C (isopropyl 1,2-dichloro-2-cyanovinyl sulfoxide). RXN SMILES: [Cl:1][C:2]([S:7][CH:8]([CH3:10])[CH3:9])=[C:3]([Cl:6])[C:4]#[N:5].ClC1C=CC=C(C(OO)=[O:19])C=1>C(Cl)Cl>[Cl:1][C:2]([S:7]([CH:8]([CH3:10])[CH3:9])=[O:19])=[C:3]([Cl:6])[C:4]#[N:5]. Reported procedure: Four grams of isopropyl 1,2-dichloro-2-cyanovinyl sulfide, prepared in Example 1, was dissolved in 50 milliliters methylene dichloride and the solution was cooled to 0° C. Four grams of solid 85% m-chloroperbenzoic acid was added in portions over one half hour. The reaction mixture was stirred for two hours while the temperature was maintained at 0° C. The reaction mixture was then filtered and washed with 5% potassium carbonate solution. The organic layer was dried over anhydrous magnesium sulf... Starting materials: Cl.NNC(=O)N (semicarbazide-hydrochloride), Cl (hydrochloric acid), [N+](=O)([O-])C1=C(C(=CC=C1)C)C (3-Nitro-ortho-xylene), COC(N(C)C)OC (dimethylformamide dimethyl acetal), N1CCCC1 (pyrrolidine). The solvent is O (water). Reaction conditions: temperature 110 celsius, time 30 minute. Product: CC1=C(C(=CC=C1)[N+](=O)[O-])CC=NNC(=O)N (2-[2-(2-Methyl-6-nitrophenyl)ethylidene]-hydrazinecarboxamide). Yield: 78.1%. Reaction SMILES: [N+:1]([C:4]1[CH:9]=[CH:8][CH:7]=[C:6]([CH3:10])[C:5]=1[CH3:11])([O-:3])=[O:2].[CH3:12]OC(OC)N(C)C.N1CCCC1.Cl.[NH2:26][NH:27][C:28]([NH2:30])=[O:29].Cl>O>[CH3:10][C:6]1[CH:7]=[CH:8][CH:9]=[C:4]([N+:1]([O-:3])=[O:2])[C:5]=1[CH2:11][CH:12]=[N:26][NH:27][C:28]([NH2:30])=[O:29] |f:3.4|. Reported procedure: 3-Nitro-ortho-xylene (1.77 ml, 13.23 mmol, 1.0 eq.) was combined with dimethylformamide dimethyl acetal (2.11 ml, 15.88 mmol, 1.2 eq.) dimethylformamide (7.35 ml, 1.8M) and pyrrolidine (1.32 ml, 15.88 mmol, 1.2 eq.) and heated at 110° C. for 8 hours. The reaction was then cooled to room temperature and concentrated. The residue was dissolved in dimethylformamide (7.35 ml, 1.8M) and treated at room temperature with a solution of semicarbazide-hydrochloride (1.55 g, 13.89 mmol, 1.05 eq.) in concen... Reactants: BrCCCCCCCCCCBr, CO, [Na], CC(=O)Cc1ccc(O)cc1. The product is CC(=O)Cc1ccc(OCCCCCCCCCCBr)cc1. As a reaction SMILES: [Br:13][CH2:14][CH2:15][CH2:16][CH2:17][CH2:18][CH2:19][CH2:20][CH2:21][CH2:22][CH2:23][Br:24].[CH3:25][OH:26].[Na:12].[OH:1][c:2]1[cH:3][cH:4][c:5]([CH2:8][C:9]([CH3:10])=[O:11])[cH:6][cH:7]1>>[O:1]([c:2]1[cH:3][cH:4][c:5]([CH2:8][C:9]([CH3:10])=[O:11])[cH:6][cH:7]1)[CH2:23][CH2:22][CH2:21][CH2:20][CH2:19][CH2:18][CH2:17][CH2:16][CH2:15][CH2:14][Br:13]. Reactants: CO (methanol), O=C1OCC(=C1)CSC=1CS[C@H]2N(C1C(=O)OC(C1=CC=CC=C1)C1=CC=CC=C1)C([C@H]2NC(CC2=CC=CC=C2)=O)=O (diphenylmethyl 3-(2,5-dihydro-2-oxofuran-4-ylmethylthio) -7β-phenylacetamidoceph-3-em-4-carboxylate), CN1CCOCC1 (N-methylmorpholine), P(Cl)(Cl)(Cl)(Cl)Cl (phosphorous pentachloride), solution. The solvent is O (Water), ClCCl (dichloromethane), ClCCl (dichloromethane). Conditions: time 30 minute. Yields the product N[C@H]1[C@@H]2N(C(=C(CS2)SCC2=CC(OC2)=O)C(=O)OC(C2=CC=CC=C2)C2=CC=CC=C2)C1=O (Diphenylmethyl 7β-Amino-3-(2,5-dihydro-2-oxofuran-4-ylmethylthio)ceph -3-em-4-carboxylate). The yield is 79.3%. As a reaction SMILES: [O:1]=[C:2]1[CH:6]=[C:5]([CH2:7][S:8][C:9]2[CH2:10][S:11][C@@H:12]3[C@H:32]([NH:33]C(=O)CC4C=CC=CC=4)[C:31](=[O:43])[N:13]3[C:14]=2[C:15]([O:17][CH:18]([C:25]2[CH:30]=[CH:29][CH:28]=[CH:27][CH:26]=2)[C:19]2[CH:24]=[CH:23][CH:22]=[CH:21][CH:20]=2)=[O:16])[CH2:4][O:3]1.CN1CCOCC1.P(Cl)(Cl)(Cl)(Cl)Cl.CO>ClCCl.O>[NH2:33][C@@H:32]1[C:31](=[O:43])[N:13]2[C:14]([C:15]([O:17][CH:18]([C:25]3[CH:26]=[CH:27][CH:28]=[CH:29][CH:30]=3)[C:19]3[CH:24]=[CH:23][CH:22]=[CH:21][CH:20]=3)=[O:16])=[C:9]([S:8][CH2:7][C:5]3[CH2:4][O:3][C:2](=[O:1])[CH:6]=3)[CH2:10][S:11][C@H:12]12. Procedure: A stirred solution of diphenylmethyl 3-(2,5-dihydro-2-oxofuran-4-ylmethylthio) -7β-phenylacetamidoceph-3-em-4-carboxylate (520 mg) in dry dichloromethane (8 ml) was cooled to -20° C., then N-methylmorpholine (0.202 ml) was added followed by a solution of phosphorous pentachloride in dichloromethane (7.2 ml of a solution containing 40 mg ml-1). The solution was stirred at -15° to -20° C. for 30 mins., then methanol (1.8 ml) was added and the mixture stirred at room temperature for 30 mins. Water ... Reactants: BrC=1C=C(NC=2C3=C(N=CN2)C=NC(=C3)F)C=CC1 (4-(3-bromoanilino)-6-fluoropyrido[3,4-d]pyrimidine), N1CCCCC1 (piperidine). The solvent is C(C)O (ethanol). Yields the product BrC=1C=C(NC=2C3=C(N=CN2)C=NC(=C3)N(C)C)C=CC1 (4-(3-bromoanilino)-6-dimethylaminopyrido[3,4-d]pyrimidine). RXN SMILES: [Br:1][C:2]1[CH:3]=[C:4]([CH:17]=[CH:18][CH:19]=1)[NH:5][C:6]1[C:7]2[CH:15]=[C:14](F)[N:13]=[CH:12][C:8]=2[N:9]=[CH:10][N:11]=1.[NH:20]1[CH2:25]CCC[CH2:21]1>C(O)C>[Br:1][C:2]1[CH:3]=[C:4]([CH:17]=[CH:18][CH:19]=1)[NH:5][C:6]1[C:7]2[CH:15]=[C:14]([N:20]([CH3:25])[CH3:21])[N:13]=[CH:12][C:8]=2[N:9]=[CH:10][N:11]=1. Procedure details: Treatment of 4-(3-bromoanilino)-6-fluoropyrido[3,4-d]pyrimidine (see a previous experimental) at 100° C. in a pressure vessel with piperidine in ethanol gives 4-(3-bromoanilino)-6-dimethylaminopyrido[3,4-d]pyrimidine.